This data is from the Open Reaction Database (ORD), a public repository of structured organic reaction records. The task is: describe an organic reaction: reactants, conditions, products, and yield The reactants are NC1=C(C=CC2=C1O[C@H](CO2)COS(=O)(=O)C2=CC=C(C=C2)C)[N+](=O)[O-] (toluene-4-sulfonic acid (2R)-8-amino-7-nitro-2,3-dihydro-benzo(1,4)dioxin-2-ylmethyl ester), C(C)(C)N(C(C)C)CC (N,N-diisopropylethylamine), S(=O)(=O)(OC)C1=CC=C(C)C=C1 (methyl tosylate), C([O-])([O-])=O.[K+].[K+] (potassium carbonate), C([O-])([O-])=O.[K+].[K+] (potassium carbonate), FC(C(=O)N)(F)F (trifluoroacetamide), FC(C(=O)OC(C(F)(F)F)=O)(F)F (trifluoroacetic anhydride). Solvent: C(Cl)Cl (methylene chloride), C(C)(=O)OCC (ethyl acetate), CN(C=O)C (N,N-dimethylformamide). Run at time 2 hour. The product is CNC1=C(C=CC2=C1OC(CO2)COS(=O)(=O)C2=CC=C(C=C2)C)[N+](=O)[O-] (Toluene-4-sulfonic acid 8-methylamino-7-nitro-2,3-dihydro-benzo(1,4)dioxin-2-ylmethyl ester). Reaction SMILES: [NH2:1][C:2]1[C:7]2[O:8][C@@H:9]([CH2:12][O:13][S:14]([C:17]3[CH:22]=[CH:21][C:20]([CH3:23])=[CH:19][CH:18]=3)(=[O:16])=[O:15])[CH2:10][O:11][C:6]=2[CH:5]=[CH:4][C:3]=1[N+:24]([O-:26])=[O:25].[CH:27](N(CC)C(C)C)(C)C.FC(F)(F)C(OC(=O)C(F)(F)F)=O.FC(F)(F)C(N)=O.S(C1C=CC(C)=CC=1)(OC)(=O)=O.C(=O)([O-])[O-].[K+].[K+]>C(Cl)Cl.CN(C)C=O.C(OCC)(=O)C>[CH3:27][NH:1][C:2]1[C:7]2[O:8][CH:9]([CH2:12][O:13][S:14]([C:17]3[CH:22]=[CH:21][C:20]([CH3:23])=[CH:19][CH:18]=3)(=[O:16])=[O:15])[CH2:10][O:11][C:6]=2[CH:5]=[CH:4][C:3]=1[N+:24]([O-:26])=[O:25] |f:5.6.7|. Procedure: To 2.2 g (5.8 mmole) of toluene-4-sulfonic acid (2R)-8-amino-7-nitro-2,3-dihydro-benzo(1,4)dioxin-2-ylmethyl ester in 100 mL of methylene chloride was added 1.3 g (10 mmole) of N,N-diisopropylethylamine, followed by 2.1 g (10 mmole) of trifluoroacetic anhydride. The mixture was stirred at room temperature for 2 hours, then washed with 100 mL portions of 2 N HCl (aq) and water, dried over sodium sulfate, filtered through silica gel, using additional methylene chloride to fully elute the product, ...